From a dataset of the Open Reaction Database (ORD), a public repository of structured organic reaction records. describe an organic reaction: reactants, conditions, products, and yield Reactants: C(C)OC(=O)C=1OC2=C(C1)C=CC(=C2)N(CC)CC (6-diethylaminobenzofuran-2-carboxylic ethyl ester), O.NN (hydrazine hydrate), ice water. Run in C(C)O (ethanol), alcohol. Yields the product C(C)N(C1=CC2=C(C=C(O2)C(=O)NN)C=C1)CC (6-diethylaminobenzofuran-2-carboxylic hydrazide). Isolated yield 97.0%. As a reaction SMILES: C([O:3][C:4]([C:6]1[O:7][C:8]2[CH:14]=[C:13]([N:15]([CH2:18][CH3:19])[CH2:16][CH3:17])[CH:12]=[CH:11][C:9]=2[CH:10]=1)=O)C.O.[NH2:21][NH2:22]>C(O)C>[CH2:16]([N:15]([CH2:18][CH3:19])[C:13]1[CH:12]=[CH:11][C:9]2[CH:10]=[C:6]([C:4]([NH:21][NH2:22])=[O:3])[O:7][C:8]=2[CH:14]=1)[CH3:17] |f:1.2|. Reported procedure: Equimolar amounts of 6-diethylaminobenzofuran-2-carboxylic acid ethyl ester (Example 3) and hydrazine hydrate are boiled under reflux for three hours in solution in ethanol and after cooling to ambient temperature stirred for another twelve hours. The reaction mixture is poured into ice-water and the precipitate is suction filtered and washed with water. After recrystallization from alcohol the hydrazide is obtained in colorless crystals having a melting point of 127° to 129°C in a yield of 97%.... The reactants are C1(CCCCC1)OC1=CC=C(C=O)C=C1 (4-cyclohexyloxybenzaldehyde), Cl.NNC(=O)N (semicarbazide hydrochloride), C(C)(=O)[O-].[Na+] (sodium acetate). Solvent: C(C)O (ethanol), O (water). Run at time 30 minute. Yields the product C1(CCCCC1)OC1=CC=C(C=NNC(=O)N)C=C1 (4-Cyclohexyloxybenzaldehyde semicarbazone). The yield is 81.9%. RXN SMILES: [CH:1]1([O:7][C:8]2[CH:15]=[CH:14][C:11]([CH:12]=O)=[CH:10][CH:9]=2)[CH2:6][CH2:5][CH2:4][CH2:3][CH2:2]1.Cl.[NH2:17][NH:18][C:19]([NH2:21])=[O:20].C([O-])(=O)C.[Na+]>C(O)C.O>[CH:1]1([O:7][C:8]2[CH:15]=[CH:14][C:11]([CH:12]=[N:17][NH:18][C:19]([NH2:21])=[O:20])=[CH:10][CH:9]=2)[CH2:6][CH2:5][CH2:4][CH2:3][CH2:2]1 |f:1.2,3.4|. Procedure details: To a solution of 4-cyclohexyloxybenzaldehyde (2.1 g) in ethanol (50 mL) was added a solution of semicarbazide hydrochloride (1.24 g) and sodium acetate (0.87 g) in water (20 mL) at room temperature. The mixture was stirred for 30 min, and the resulting solid was collected by filtration, washed with water (3×50 mL) and dried in vacuo to yield the title compound as a white solid (2.2 g, 72%), mp: 215 -217° C. 1H NMR (DMSO-d6): δ 10.08 (s, 1H), 7.61 (d, J=8.5, 2H), 6.92 (d, J=8.5, 2H), 6.41 (s, 2H)... Starting materials: C(#N)C1=CC(=C(C(=O)OCC)C=C1)F (ethyl 4-cyano-2-fluorobenzoate), ClC1=C(C(=O)OCC)C=CC(=C1)C#N (ethyl 2-chloro-4-cyanobenzoate). Product: FC1=C(C(=O)O)C=CC(=C1)C#N (2-Fluoro-4-cyanobenzoic acid). Isolated yield 100.0%. Reaction SMILES: [C:1]([C:3]1[CH:13]=[CH:12][C:6]([C:7]([O:9]CC)=[O:8])=[C:5]([F:14])[CH:4]=1)#[N:2].ClC1C=C(C#N)C=CC=1C(OCC)=O>>[F:14][C:5]1[CH:4]=[C:3]([C:1]#[N:2])[CH:13]=[CH:12][C:6]=1[C:7]([OH:9])=[O:8]. Procedure details: In the same manner as in Example II-(41-2) except for using 0.58 g (3.0 mmol) of ethyl 4-cyano-2-fluorobenzoate tit in place of ethyl 2-chloro-4-cyanobenzoate, the reaction was carried out similarly to obtain 0.50 g (3.0 mmol) of the title compound as white crystal. Reactants: CC(=O)O[BH-](OC(C)=O)OC(C)=O, ClCCl, O=C(O)C(F)(F)F, [Na+], CC#CC(=O)CN(CCNC(=O)OC(C)(C)C)S(=O)(=O)c1cccs1. The product is CC#CC1CN(S(=O)(=O)c2cccs2)CCN1. Reaction SMILES: [C:26]([O:27][BH-:28]([O:29][C:30](=[O:31])[CH3:32])[O:33][C:34](=[O:35])[CH3:36])(=[O:37])[CH3:38].[Cl:47][CH2:48][Cl:49].[F:40][C:41]([F:42])([F:43])[C:44]([OH:45])=[O:46].[Na+:39].[O:1]=[C:2]([CH2:3][N:4]([CH2:5][CH2:6][NH:7][C:8](=[O:9])[O:10][C:11]([CH3:12])([CH3:13])[CH3:14])[S:15](=[O:16])(=[O:17])[c:18]1[s:19][cH:20][cH:21][cH:22]1)[C:23]#[C:24][CH3:25]>>[CH:2]1([C:23]#[C:24][CH3:25])[CH2:3][N:4]([S:15](=[O:16])(=[O:17])[c:18]2[s:19][cH:20][cH:21][cH:22]2)[CH2:5][CH2:6][NH:7]1. Starting materials: C(C)OC(C(CC1=CC=C(C=C1)OCCC1N(C(NC1)=O)C)(OC1=CC=CC=C1)C)=O (2-Methyl-3-{4-[2-(3-methyl-2-oxo-imidazolidin-4-yl)-ethoxy]-phenyl}-2-phenoxy-propionic acid ethyl ester), [H-].[Na+] (NaH), BrCC1=CC=C(C(=O)C2=CC=CC=C2)C=C1 (4-(bromomethyl)benzophenone). Solvent: CN(C)C=O (DMF), CN(C)C=O (DMF). Conditions: time 5 minute. Product: C(C)OC(C(CC1=CC=C(C=C1)OCCC1N(C(N(C1)CC1=CC=C(C=C1)C(C1=CC=CC=C1)=O)=O)C)(OC1=CC=CC=C1)C)=O (3-(4-{2-[1-(4-Benzoyl-benzyl)-3-methyl-2-oxo-imidazolidin-4-yl]-ethoxy}-phenyl)-2-methyl-2-phenoxy-propionic acid ethyl ester). The yield is 10.9%. RXN SMILES: [H-].[Na+].[CH2:3]([O:5][C:6](=[O:33])[C:7]([CH3:32])([O:25][C:26]1[CH:31]=[CH:30][CH:29]=[CH:28][CH:27]=1)[CH2:8][C:9]1[CH:14]=[CH:13][C:12]([O:15][CH2:16][CH2:17][CH:18]2[CH2:22][NH:21][C:20](=[O:23])[N:19]2[CH3:24])=[CH:11][CH:10]=1)[CH3:4].Br[CH2:35][C:36]1[CH:49]=[CH:48][C:39]([C:40]([C:42]2[CH:47]=[CH:46][CH:45]=[CH:44][CH:43]=2)=[O:41])=[CH:38][CH:37]=1>CN(C=O)C>[CH2:3]([O:5][C:6](=[O:33])[C:7]([CH3:32])([O:25][C:26]1[CH:31]=[CH:30][CH:29]=[CH:28][CH:27]=1)[CH2:8][C:9]1[CH:10]=[CH:11][C:12]([O:15][CH2:16][CH2:17][CH:18]2[CH2:22][N:21]([CH2:35][C:36]3[CH:37]=[CH:38][C:39]([C:40](=[O:41])[C:42]4[CH:43]=[CH:44][CH:45]=[CH:46][CH:47]=4)=[CH:48][CH:49]=3)[C:20](=[O:23])[N:19]2[CH3:24])=[CH:13][CH:14]=1)[CH3:4] |f:0.1|. Reported procedure: To a cooled (0° C.) suspension of NaH (45 mg, 1.1 mmol, 60% w/w in mineral oil) in DMF (0.5 ml) is added a solution of 2-Methyl-3-{4-[2-(3-methyl-2-oxo-imidazolidin-4-yl)-ethoxy]-phenyl}-2-phenoxy-propionic acid ethyl ester (320 mg, 0.75 mmol) in DMF (1.5 ml). After 5 minutes, the reaction mixture is removed from the cooling bath and stirred while warming to ambient temperature over 30 minutes. The solution is cooled again to 0° C., and 4-(bromomethyl)benzophenone (188 mg, 0.68 mmol) is added in...